describe an organic reaction: reactants, conditions, products, and yield From a dataset of the Open Reaction Database (ORD), a public repository of structured organic reaction records. Starting materials: OBO, COc1ccccc1, Cc1nc(C#Cc2ccnc(Cl)c2)c[nH]1. Yields the product COc1cccc(-n2cc(C#Cc3ccnc(Cl)c3)nc2C)c1. As a reaction SMILES: [BH:16]([OH:17])[OH:18].[CH3:19][O:20][c:21]1[cH:22][cH:23][cH:24][cH:25][cH:26]1.[Cl:1][c:2]1[n:3][cH:4][cH:5][c:6]([C:8]#[C:9][c:10]2[n:11][c:12]([CH3:15])[nH:13][cH:14]2)[cH:7]1>>[Cl:1][c:2]1[n:3][cH:4][cH:5][c:6]([C:8]#[C:9][c:10]2[n:11][c:12]([CH3:15])[n:13](-[c:25]3[cH:24][cH:23][cH:22][c:21]([O:20][CH3:19])[cH:26]3)[cH:14]2)[cH:7]1.